This data is from the Open Reaction Database (ORD), a public repository of structured organic reaction records. The task is: describe an organic reaction: reactants, conditions, products, and yield Reactants: FC1=CC(=C(C(=O)OC)C=C1S(=O)(=O)C)C (methyl 4-fluoro-5-methanesulfonyl-2-methylbenzoate), FC1=CC=C(C=C1)C1CNS(C1)(=O)=O (4-(4-fluorophenyl)isothiazolidine 1,1-dioxide), FC1=CC(=C(C(=O)OC)C=C1S(=O)(=O)C)C (methyl 4-fluoro-5-methanesulfonyl-2-methylbenzoate), C(=O)([O-])[O-].[Cs+].[Cs+] (Cs2CO3), O (water). The solvent is CN(C)C=O (DMF). Conditions: time 1 hour. Yields the product FC1=CC=C(C=C1)C1CN(S(C1)(=O)=O)C1=CC(=C(C(=O)OC)C=C1S(=O)(=O)C)C (Methyl 4-[4-(4-fluorophenyl)-1,1-dioxoisothiazolidin-2-yl]-5-methanesulfonyl-2-methylbenzoate). Yield: 94.8%. Reaction SMILES: [F:1][C:2]1[CH:7]=[CH:6][C:5]([CH:8]2[CH2:12][S:11](=[O:14])(=[O:13])[NH:10][CH2:9]2)=[CH:4][CH:3]=1.F[C:16]1[C:25]([S:26]([CH3:29])(=[O:28])=[O:27])=[CH:24][C:19]([C:20]([O:22][CH3:23])=[O:21])=[C:18]([CH3:30])[CH:17]=1.C([O-])([O-])=O.[Cs+].[Cs+].O>CN(C=O)C>[F:1][C:2]1[CH:3]=[CH:4][C:5]([CH:8]2[CH2:12][S:11](=[O:14])(=[O:13])[N:10]([C:16]3[C:25]([S:26]([CH3:29])(=[O:28])=[O:27])=[CH:24][C:19]([C:20]([O:22][CH3:23])=[O:21])=[C:18]([CH3:30])[CH:17]=3)[CH2:9]2)=[CH:6][CH:7]=1 |f:2.3.4|. Procedure details: 18.00 g of 4-(4-fluorophenyl)isothiazolidine 1,1-dioxide, 20.59 g of methyl 4-fluoro-5-methanesulfonyl-2-methylbenzoate (Journal of Medicinal Chemistry (1997), 40(13), 2017) and 81.75 g of Cs2CO3 were stirred in 500 ml of anhydrous DMF at RT for 5 hours. Then a further 2.00 g of methyl 4-fluoro-5-methanesulfonyl-2-methylbenzoate were added, and the mixture was stirred at RT for 1 hour and left to stand at RT for 15 hours. The reaction mixture was poured into 1800 ml of water and stirred at RT fo...